This data is from the Open Reaction Database (ORD), a public repository of structured organic reaction records. The task is: describe an organic reaction: reactants, conditions, products, and yield Starting materials: O(C1[C@H](O)[C@@H](O)[C@H](O)[C@H](O1)CO)CC (Ethyl D-glucopyranoside). The solvent is C(C)(=O)[O-] (acetate). The product is O([C@@H]1[C@H](O)[C@@H](O)[C@H](O)[C@H](O1)CO)CC (ethyl α-D-glucopyranoside). Isolated yield 27.3%. As a reaction SMILES: [O:1]([CH2:13][CH3:14])[CH:2]1[O:10][C@H:9]([CH2:11][OH:12])[C@@H:7]([OH:8])[C@H:5]([OH:6])[C@H:3]1[OH:4]>C([O-])(=O)C>[O:1]([CH2:13][CH3:14])[C@H:2]1[O:10][C@H:9]([CH2:11][OH:12])[C@@H:7]([OH:8])[C@H:5]([OH:6])[C@H:3]1[OH:4]. Reported procedure: Ethyl D-glucopyranoside (30 g, prepared as described in example 10) with an anomeric ratio α:β=1:1 was dissolved in 0.05M acetate buffer (400 ml, pH 4.5) at 30° C. β-glucosidase (50 mg from almonds, Sigma) was added and the mixture was stirred for a week. The solution was evaporated in vacuo and purified by chromatography to give the product as a crystalline solid (8.2 g, 55%).